Task: describe an organic reaction: reactants, conditions, products, and yield. Dataset: the Open Reaction Database (ORD), a public repository of structured organic reaction records Starting materials: C(C1=CC=CC=C1)OC(=O)NC=1C=C(C(=CC1F)F)N1C=C(C(C2=CC=C(N=C12)Cl)=O)C(=O)OCC (ethyl 1-(3-benzyloxycarbonylamino-4,6-difluorophenyl)-7-chloro-1,4-dihydro-4-oxo-1,8-naphthyridine-3-carboxylate), Cl (hydrochloric acid). Solvent: C(C)(=O)O (acetic acid). Reaction conditions: time 8 hour. The product is NC=1C=C(C(=CC1F)F)N1C=C(C(C2=CC=C(N=C12)Cl)=O)C(=O)O (1-(3-amino-4,6-difluorophenyl)-7-chloro-1,4-dihydro-4-oxo-1,8-naphthyridine-3-carboxylic acid). Yield: 80.4%. As a reaction SMILES: C(OC([NH:11][C:12]1[CH:13]=[C:14]([N:20]2[C:29]3[C:24](=[CH:25][CH:26]=[C:27]([Cl:30])[N:28]=3)[C:23](=[O:31])[C:22]([C:32]([O:34]CC)=[O:33])=[CH:21]2)[C:15]([F:19])=[CH:16][C:17]=1[F:18])=O)C1C=CC=CC=1.Cl>C(O)(=O)C>[NH2:11][C:12]1[CH:13]=[C:14]([N:20]2[C:29]3[C:24](=[CH:25][CH:26]=[C:27]([Cl:30])[N:28]=3)[C:23](=[O:31])[C:22]([C:32]([OH:34])=[O:33])=[CH:21]2)[C:15]([F:19])=[CH:16][C:17]=1[F:18]. Procedure: To 1.0 g of ethyl 1-(3-benzyloxycarbonylamino-4,6-difluorophenyl)-7-chloro-1,4-dihydro-4-oxo-1,8-naphthyridine-3-carboxylate were added 4 ml of 12N hydrochloric acid and 8 ml of acetic acid. The solution was heated at reflux for 3 hours and stirred at room temperature overnight. The solid precipitated in the reaction solution was collected by filtration and successively washed with ethanol, chloroform and diethyl ether to give 550 mg of the title compound. Starting materials: ClC1=C(C=CC(=C1)Cl)C=CCCCCCO (7-(2,4-dichlorophenyl)-6-hepten-1-ol). The reagents and catalysts are [Pt]=O (platinum oxide). Run in CO (methanol). Product: ClC1=C(C=CC(=C1)Cl)CCCCCCCO (7-(2,4-Dichlorophenyl)-1-heptanol). The yield is 95.7%. Reaction SMILES: [Cl:1][C:2]1[CH:7]=[C:6]([Cl:8])[CH:5]=[CH:4][C:3]=1[CH:9]=[CH:10][CH2:11][CH2:12][CH2:13][CH2:14][CH2:15][OH:16]>CO.[Pt]=O>[Cl:1][C:2]1[CH:7]=[C:6]([Cl:8])[CH:5]=[CH:4][C:3]=1[CH2:9][CH2:10][CH2:11][CH2:12][CH2:13][CH2:14][CH2:15][OH:16]. Reported procedure: A solution of 7-(2,4-dichlorophenyl)-6-hepten-1-ol (31.7 g, 122 mmol) in methanol (150 ml) was shaken under hydrogen (50 psi) with platinum oxide (1.65 g, added in portions) until no starting material could be detected by NMR spectroscopy. The catalyst was filtered off, and the solvent removed under vacuum. The residue was dissolved in ether, and the solution filtered through a pad of silica gel. The solvent was removed under vacuum to give the title compound (30.5 g, 96%) as an oil. Reactants: Cl, F, [K+], NC(Cc1ccccc1)C(=O)O, O=[N+]([O-])[O-]. Product: NC(Cc1ccc([N+](=O)[O-])cc1)C(=O)O. Reaction SMILES: [ClH:19].[FH:18].[K+:13].[NH2:1][CH:2]([CH2:3][c:4]1[cH:5][cH:6][cH:7][cH:8][cH:9]1)[C:10]([OH:11])=[O:12].[O-:14][N+:15]([O-:16])=[O:17]>>[NH2:1][CH:2]([CH2:3][c:4]1[cH:5][cH:6][c:7]([N+:15](=[O:14])[O-:16])[cH:8][cH:9]1)[C:10]([OH:11])=[O:12]. Starting materials: Br, CC(C)(C)NC(=O)C1CSCN1CC(O)C(Cc1ccccc1)NC(=O)C(CC(N)=O)NC(=O)OCc1ccccc1, CC(=O)O, CCOCC. Yields the product CC(C)(C)NC(=O)C1CSCN1CC(O)C(Cc1ccccc1)NC(=O)C(N)CC(N)=O. As a reaction SMILES: [BrH:43].[CH2:1]([O:2][C:3](=[O:4])[NH:11][CH:12]([CH2:13][C:14]([NH2:15])=[O:16])[C:17](=[O:18])[NH:19][CH:20]([CH:21]([CH2:22][N:23]1[CH2:24][S:25][CH2:26][CH:27]1[C:28](=[O:29])[NH:30][C:31]([CH3:32])([CH3:33])[CH3:34])[OH:35])[CH2:36][c:37]1[cH:38][cH:39][cH:40][cH:41][cH:42]1)[c:5]1[cH:6][cH:7][cH:8][cH:9][cH:10]1.[CH3:44][C:45](=[O:46])[OH:47].[CH3:48][CH2:49][O:50][CH2:51][CH3:52]>>[NH2:11][CH:12]([CH2:13][C:14]([NH2:15])=[O:16])[C:17](=[O:18])[NH:19][CH:20]([CH:21]([CH2:22][N:23]1[CH2:24][S:25][CH2:26][CH:27]1[C:28](=[O:29])[NH:30][C:31]([CH3:32])([CH3:33])[CH3:34])[OH:35])[CH2:36][c:37]1[cH:38][cH:39][cH:40][cH:41][cH:42]1. Starting materials: CC(C)(C)c1cc(Br)ccc1OC1CCCCO1, Oc1cc(Br)ccc1C12CC3CC(CC(C3)C1)C2, C1=COCCC1, ClCCl, Cc1ccc(S(=O)(=O)[O-])cc1, c1cc[nH+]cc1. The product is Brc1ccc(C23CC4CC(CC(C4)C2)C3)c(OC2CCCCO2)c1. RXN SMILES: [Br:1][c:2]1[cH:3][cH:4][c:5]([O:6][CH:9]2[O:10][CH2:11][CH2:12][CH2:13][CH2:14]2)[c:7]([C:8]([CH3:15])([CH3:16])[CH3:17])[cH:18]1.[C:19]12([c:29]3[c:30]([OH:36])[cH:31][c:32]([Br:35])[cH:33][cH:34]3)[CH2:20][CH:21]3[CH2:22][CH:23]([CH2:24][CH:25]([CH2:26]1)[CH2:27]3)[CH2:28]2.[CH2:54]1[CH2:55][CH:56]=[CH:57][O:58][CH2:59]1.[Cl:60][CH2:61][Cl:62].[c:37]1([CH3:38])[cH:39][cH:40][c:41]([S:42]([O-:43])(=[O:44])=[O:45])[cH:46][cH:47]1.[nH+:48]1[cH:49][cH:50][cH:51][cH:52][cH:53]1>>[CH:9]1([O:36][c:30]2[c:29]([C:19]34[CH2:20][CH:21]5[CH2:22][CH:23]([CH2:24][CH:25]([CH2:26]3)[CH2:27]5)[CH2:28]4)[cH:34][cH:33][c:32]([Br:35])[cH:31]2)[O:10][CH2:11][CH2:12][CH2:13][CH2:14]1. Reactants: C, COc1cc2nccc(Oc3ccc(NC(=O)Nc4ccc(F)cc4)cc3)c2cc1NC(=O)OCc1ccccc1, C1CCOC1, [Pd]. Yields the product COc1cc2nccc(Oc3ccc(NC(=O)Nc4ccc(F)cc4)cc3)c2cc1N. As a reaction SMILES: [C:47].[CH2:1]([O:2][C:3](=[O:4])[NH:10][c:11]1[cH:12][c:13]2[c:14]([O:23][c:24]3[cH:25][cH:26][c:27]([NH:30][C:31](=[O:32])[NH:33][c:34]4[cH:35][cH:36][c:37]([F:40])[cH:38][cH:39]4)[cH:28][cH:29]3)[cH:15][cH:16][n:17][c:18]2[cH:19][c:20]1[O:21][CH3:22])[c:5]1[cH:6][cH:7][cH:8][cH:9][cH:41]1.[O:42]1[CH2:43][CH2:44][CH2:45][CH2:46]1.[Pd:48]>>[NH2:10][c:11]1[cH:12][c:13]2[c:14]([O:23][c:24]3[cH:25][cH:26][c:27]([NH:30][C:31](=[O:32])[NH:33][c:34]4[cH:35][cH:36][c:37]([F:40])[cH:38][cH:39]4)[cH:28][cH:29]3)[cH:15][cH:16][n:17][c:18]2[cH:19][c:20]1[O:21][CH3:22].